This data is from the Open Reaction Database (ORD), a public repository of structured organic reaction records. The task is: describe an organic reaction: reactants, conditions, products, and yield The solvent is C1(=CC=CC=C1)C (toluene), C1(=CC=CC=C1)C (toluene), ice water. Reported procedure: A solution of 52 grams of 3-(4'-fluorophenyl)-6-fluoro-1-indanol in 250 milliliters of dry toluene was cooled in ice water, and a solution of 21 milliliters of thionylchloride in 21 milliliters of toluene was added dropwise keeping the reaction temperature below 10 degrees Centigrade. The reaction mixture was stirred at room temperature for 30 minutes and then slowly heated to 60 degrees Centigrade in a water-bath and kept at this temperature for one hour. The reaction mixture was then treated w... Reaction SMILES: [F:1][C:2]1[CH:7]=[CH:6][C:5]([CH:8]2[C:16]3[C:11](=[CH:12][C:13]([F:17])=[CH:14][CH:15]=3)[CH:10](O)[CH2:9]2)=[CH:4][CH:3]=1.S(Cl)([Cl:21])=O>C1(C)C=CC=CC=1>[Cl:21][CH:10]1[C:11]2[C:16](=[CH:15][CH:14]=[C:13]([F:17])[CH:12]=2)[CH:8]([C:5]2[CH:6]=[CH:7][C:2]([F:1])=[CH:3][CH:4]=2)[CH2:9]1. The reactants are S(=O)(Cl)Cl (thionylchloride), FC1=CC=C(C=C1)C1CC(C2=CC(=CC=C12)F)O (3-(4'-fluorophenyl)-6-fluoro-1-indanol), ice water. Run at time 30 minute. Product: ClC1CC(C2=CC=C(C=C12)F)C1=CC=C(C=C1)F (1-chloro-3-(4'-fluorophenyl)-6-fluoroindane). Reactants: C(C)(=O)C1=C(C=CC=C1)NC(C(C(C)(C)O)O)=O (N-(2-Acetyl-phenyl)-2,3-dihydroxy-3-methyl-butyramide). Solvent: C(C)(=O)OCC.CCCCCC (ethyl acetate hexane). Yields the product C(C=C)NC(C)C1=C(C=CC=C1)NC(C(C(C)(C)O)O)=O (N-[2-(1-Allylamino-ethyl)-phenyl]-2,3-dihydroxy-3-methyl-butyramide). RXN SMILES: [C:1]([C:4]1[CH:9]=[CH:8][CH:7]=[CH:6][C:5]=1[NH:10][C:11](=[O:18])[CH:12]([OH:17])[C:13]([OH:16])([CH3:15])[CH3:14])(=O)[CH3:2]>C(OCC)(=O)C.CCCCCC>[CH2:5]([NH:10][CH:1]([C:4]1[CH:9]=[CH:8][CH:7]=[CH:6][C:5]=1[NH:10][C:11](=[O:18])[CH:12]([OH:17])[C:13]([OH:16])([CH3:15])[CH3:14])[CH3:2])[CH:4]=[CH2:1] |f:1.2|. Procedure: Prepared analogously to Example 11, starting with the product of Example 13 in 29% isolated yield (mixture of diastereomers), from flash column chromatography in ethyl acetate-hexane (3:2 to 4:1). 1H NMR (250 MHz, CDCl3) δ 8.35-8.18 (m, 1H), 7.30-7.19 (m, 1H), 7.15-6.98 (m, 2H), 5.99-5.77 (m, 1H), 5.23-5.03 (m, 2H), 4.06-3.91 (m, 2H), 3.13 (d, J=5.6 Hz, 2H), 1.42 (d, J=6.7 Hz, 3H), 1.31 (s, 3H), 1.29 (d, J=2.5 Hz, 3H). The reactants are COC(C1=CC(=C(C=C1)NCC1CCCCC1)NC(CC=1SC=CC1)=O)=O (4-(Cyclohexylmethyl-amino)-3-(2-thiophen-2-yl-acetylamino)-benzoic acid methyl ester), Cl (hydrochloric acid). Solvent: O1CCOCC1 (dioxane), O1CCOCC1 (dioxane). Product: COC(=O)C1=CC2=C(N(C(=N2)CC=2SC=CC2)CC2CCCCC2)C=C1 (1-Cyclohexylmethyl-2-thiophen-2-ylmethyl-1H-benzoimidazole-5-carboxylic acid methyl ester). Yield: 71.3%. RXN SMILES: [CH3:1][O:2][C:3](=[O:27])[C:4]1[CH:9]=[CH:8][C:7]([NH:10][CH2:11][CH:12]2[CH2:17][CH2:16][CH2:15][CH2:14][CH2:13]2)=[C:6]([NH:18][C:19](=O)[CH2:20][C:21]2[S:22][CH:23]=[CH:24][CH:25]=2)[CH:5]=1.Cl>O1CCOCC1>[CH3:1][O:2][C:3]([C:4]1[CH:9]=[CH:8][C:7]2[N:10]([CH2:11][CH:12]3[CH2:17][CH2:16][CH2:15][CH2:14][CH2:13]3)[C:19]([CH2:20][C:21]3[S:22][CH:23]=[CH:24][CH:25]=3)=[N:18][C:6]=2[CH:5]=1)=[O:27]. Procedure details: 20.0 g 4-(Cyclohexylmethyl-amino)-3-(2-thiophen-2-yl-acetylamino)-benzoic acid methyl ester were dissolved in 65 ml dioxane and reacted with 33 ml of 4M hydrochloric acid in dioxane at rt for 4 h. The reaction was concentrated and the residue purified by chromatography (silica, ethyl acetate/heptane) to yield 13.6 g (71%) of 1-Cyclohexylmethyl-2-thiophen-2-ylmethyl-1H-benzoimidazole-5-carboxylic acid methyl ester. The reactants are OC1=NN=C(C2=CC=CC=C12)C1=CC=CC=C1 (1-Hydroxy-4-phenylphthalazine), COC=1C=CC(=CC1)P2(=S)SP(=S)(S2)C=3C=CC(=CC3)OC (Lawesson's reagent), C(C)(C)OC(C)C (isopropyl ether). The solvent is C1(=CC=CC=C1)C (toluene). Reaction conditions: time 1.5 hour. Product: C1(=CC=CC=C1)C1=NN=C(C2=CC=CC=C12)S (4-Phenylphthalazine-1-thiol). RXN SMILES: O[C:2]1[C:11]2[C:6](=[CH:7][CH:8]=[CH:9][CH:10]=2)[C:5]([C:12]2[CH:17]=[CH:16][CH:15]=[CH:14][CH:13]=2)=[N:4][N:3]=1.COC1C=CC(P2(SP(C3C=CC(OC)=CC=3)(=S)S2)=[S:27])=CC=1.C(OC(C)C)(C)C>C1(C)C=CC=CC=1>[C:12]1([C:5]2[C:6]3[C:11](=[CH:10][CH:9]=[CH:8][CH:7]=3)[C:2]([SH:27])=[N:3][N:4]=2)[CH:17]=[CH:16][CH:15]=[CH:14][CH:13]=1. Reported procedure: 1-Hydroxy-4-phenylphthalazine (0.31 g, 1.5 mmol) in toluene (30 ml) is allowed to react with Lawesson's reagent (0.6 g, 1.5 mmol) and the mixture is stirred in an oil bath. (80-90° C.) for 1.5 hour until all starting material is used up. Evaporation of the solvent gives a yellow solid which is stirred with isopropyl ether. Filtration gives the title compound as a yellow solid which is recrystallized from hexane/THF/toluene:7.5/2.5/2.0 (0.3 g)